From a dataset of the Open Reaction Database (ORD), a public repository of structured organic reaction records. describe an organic reaction: reactants, conditions, products, and yield Starting materials: FC(C(=O)NCCCCCCCCCCC#C)(F)F (12-TRIFLUOROACETAMIDO-1-DODECYNE), I[C@@]1([C@H](O)[C@H](O)[C@@H](CO)O1)N1C(=O)NC(=O)C=C1 (Iodouridine). The product is FC(C(=O)NCCCCCCCCCCC#CC=1C(NC(N([C@H]2CC[C@@H](CO)O2)C1)=O)=O)(F)F (5-(12-TRIFLUOROACETAMIDO1-DODECYNYL)-2',3'-DIDEOXYURIDINE). Reaction SMILES: [F:1][C:2]([F:19])([F:18])[C:3]([NH:5][CH2:6][CH2:7][CH2:8][CH2:9][CH2:10][CH2:11][CH2:12][CH2:13][CH2:14][CH2:15][C:16]#[CH:17])=[O:4].I[C@@:21]1([N:30]2[CH:37]=[CH:36][C:34](=[O:35])[NH:33][C:31]2=[O:32])[O:29][C@H:26]([CH2:27][OH:28])[C@@H:24](O)[C@H:22]1O>>[F:1][C:2]([F:18])([F:19])[C:3]([NH:5][CH2:6][CH2:7][CH2:8][CH2:9][CH2:10][CH2:11][CH2:12][CH2:13][CH2:14][CH2:15][C:16]#[C:17][C:36]1[C:34](=[O:35])[NH:33][C:31](=[O:32])[N:30]([CH:37]=1)[C@@H:21]1[O:29][C@H:26]([CH2:27][OH:28])[CH2:24][CH2:22]1)=[O:4]. Procedure: Protected alkynylamine 63 was coupled for 24 h to 5-iodo-2',3'-dideoxyuridine (47, 676.2 mg, 2.00 mmol, prepared as described in Example 2A) following the general procedure described in EXAMPLE 1C. Chromatography on silica gel (100 g) eluting with a 0-5% methanol in dichloromethane gradient afforded a dark red foam. The red impurity was removed by chromatography on a reverse phase column (100 g, octadecylsilane on 40 micrometer silica gel, Baker) with 40% water in methanol. The appropriate fract... Reactants: CC(=O)O, CC#CC(CC(=O)OC)c1ccc(O)cc1, O=[N+]([O-])O. Reaction SMILES: [C:21]([OH:22])(=[O:23])[CH3:24].[CH3:1][O:2][C:3]([CH2:4][CH:5]([C:6]#[C:7][CH3:8])[c:9]1[cH:10][cH:11][c:12]([OH:15])[cH:13][cH:14]1)=[O:16].[OH:17][N+:18]([O-:19])=[O:20]>>[CH3:1][O:2][C:3]([CH2:4][CH:5]([C:6]#[C:7][CH3:8])[c:9]1[cH:10][cH:11][c:12]([OH:15])[c:13]([N+:18](=[O:17])[O-:19])[cH:14]1)=[O:16]. Yields the product CC#CC(CC(=O)OC)c1ccc(O)c([N+](=O)[O-])c1. The reactants are COC(=O)NC(NC1=C(C=C(C=C1)SCC=C)[N+](=O)[O-])=S (1-(3-methoxycarbonyl-2-thioureido)-2-nitro-4-(prop-2-en-1-ylthio)benzene), CO (methanol), ferrous sulfate. The reagents and catalysts are [Fe] (iron). Run in O (water). Product: COC(=O)NC(NC1=C(C=C(C=C1)SCC=C)N)=S (1-(3-methoxycarbonyl-2-thioureido)-2-amino-4-(prop-2-en-1-yl-thio)benzene). Reaction SMILES: [CH3:1][O:2][C:3]([NH:5][C:6](=[S:21])[NH:7][C:8]1[CH:13]=[CH:12][C:11]([S:14][CH2:15][CH:16]=[CH2:17])=[CH:10][C:9]=1[N+:18]([O-])=O)=[O:4].CO>[Fe].O>[CH3:1][O:2][C:3]([NH:5][C:6](=[S:21])[NH:7][C:8]1[CH:13]=[CH:12][C:11]([S:14][CH2:15][CH:16]=[CH2:17])=[CH:10][C:9]=1[NH2:18])=[O:4]. Procedure: 1.5 G. of 1-(3-methoxycarbonyl-2-thioureido)-2-nitro-4-(prop-2-en-1-ylthio)benzene is treated for four hours in a refluxing mixture of 160 ml. methanol and 40 ml. water with 4 g. iron powder (added in two portions) and 1 g. ferrous sulfate. The mixture is filtered, and the filtrate concentrated. The residue is dissolved in chloroform and washed with water, and then the solvent is evaporated affording 1-(3-methoxycarbonyl-2-thioureido)-2-amino-4-(prop-2-en-1-yl-thio)benzene. The reactants are C(C)(C)(C)OC(=O)C1=C(CS[C@H]2N1C(C2N)=O)C(CCC(N)=O)SC2=NN=NN2 (7-amino-3-[1-(2-carbamoylethyl)tetrazol-5-ylthiomethyl]-3-cephem-4-carboxylic acid t-butyl ester), C1=CC=CC=C1 (benzene), [Pb](=O)=O (lead dioxide), C(C)(C)(C)C=1C=C(C=O)C=C(C1O)C(C)(C)C (3,5-di-t-butyl-4-hydroxybenzaldehyde). The solvent is O (water), ClCCCl (1,2-dichloroethane). Conditions: time 30 minute. Yields the product C(C)(C)(C)OC(=O)C1=C(CS[C@H]2N1C([C@@]2(OC)N)=O)C(CCC(N)=O)SC2=NN=NN2 (7β-amino-7α-methoxy-3-[1-(2-carbamoylethyl)tetrazol-5-ylthiomethyl]-3-cephem-4-carboxylic acid t-butyl ester). As a reaction SMILES: [C:1]([O:5][C:6]([C:8]1[N:13]2[C:14](=[O:17])[CH:15]([NH2:16])[C@H:12]2[S:11][CH2:10][C:9]=1[CH:18]([S:24][C:25]1[NH:29][N:28]=[N:27][N:26]=1)[CH2:19][CH2:20][C:21](=[O:23])[NH2:22])=[O:7])([CH3:4])([CH3:3])[CH3:2].C(C1C=C(C=C(C(C)(C)C)C=1O)[CH:37]=[O:38])(C)(C)C.C1C=CC=CC=1.[Pb](=O)=O>ClCCCl.O>[C:1]([O:5][C:6]([C:8]1[N:13]2[C:14](=[O:17])[C@:15]([NH2:16])([O:38][CH3:37])[C@H:12]2[S:11][CH2:10][C:9]=1[CH:18]([S:24][C:25]1[NH:29][N:28]=[N:27][N:26]=1)[CH2:19][CH2:20][C:21](=[O:23])[NH2:22])=[O:7])([CH3:4])([CH3:2])[CH3:3]. Procedure details: A solution of 1.76 g. (4 mmol.) of 7-amino-3-[1-(2-carbamoylethyl)tetrazol-5-ylthiomethyl]-3-cephem-4-carboxylic acid t-butyl ester and 0.94 g. (4 mmol.) of 3,5-di-t-butyl-4-hydroxybenzaldehyde in 150 ml. of dry benzene is refluxed for ca. 4 hours under a Dean-Stark trap until no more water separates. The solution is evaporated uner reduced pressure to give a residue which is dissolved in 150 ml. of 1,2-dichloroethane and cooled to 0°-5° in an ice bath. Freshly prepared lead dioxide (5 g.) is ad... Starting materials: C(C)(C)(C)OC(N[C@@H]1CC[C@H](CC1)OC=1C(=C2C=CN=CC2=CC1)Cl)=O (trans-[4-(5-Chloro-isoquinolin-6-yloxy)-cyclohexyl]-carbamic acid tert-butyl ester), Cl (HCl). Conditions: time 2 day. Product: ClC1=C(C=C2C=CN=CC2=C1)O[C@@H]1CC[C@H](CC1)N (trans-4-(7-Chloro-isoquinolin-6-yloxy)-cyclohexylamine). RXN SMILES: C(OC(=O)[NH:7][C@H:8]1[CH2:13][CH2:12][C@H:11]([O:14][C:15]2[C:16](Cl)=[C:17]3[C:22](=[CH:23][CH:24]=2)[CH:21]=[N:20][CH:19]=[CH:18]3)[CH2:10][CH2:9]1)(C)(C)C.[ClH:27]>>[Cl:27][C:24]1[CH:23]=[C:22]2[C:17]([CH:18]=[CH:19][N:20]=[CH:21]2)=[CH:16][C:15]=1[O:14][C@H:11]1[CH2:12][CH2:13][C@H:8]([NH2:7])[CH2:9][CH2:10]1. Procedure: 18 mg (0.05 mmol) trans-[4-(5-Chloro-isoquinolin-6-yloxy)-cyclohexyl]-carbamic acid tert-butyl ester (10) were stirred in 2 M HCl at room temperature. After 2 days, the solvent was removed i. vac. and the residue was purified by preparative HPLC. 8 mg of the title compound could be obtained as trifluoro acetate. Rt=0.69 min (Method #1). Detected mass: 277.2/279.2 (M+H+). Procedure details: 4-[3-(4-Fluoro-phenoxy)-benzylidene]-piperidine-1-carboxylic acid tert-butyl ester (1.05 g, 2.74 mmol) (Step 2) was dissolved in CH2Cl2 (20 mL) and treated with HCl in diethyl ether (8.2 mL, 16.4 mmol). After 16 hours the solution was concentrated and the residue suspended in diethyl ether. The resulting solid was filtered to provide the title compound as the hydrochloride salt (774 mg). Starting materials: C(C)(C)(C)OC(=O)N1CCC(CC1)=CC1=CC(=CC=C1)OC1=CC=C(C=C1)F (4-[3-(4-Fluoro-phenoxy)-benzylidene]-piperidine-1-carboxylic acid tert-butyl ester), Cl (HCl), C(C)OCC (diethyl ether). Yields the product Cl.FC1=CC=C(OC=2C=C(C=C3CCNCC3)C=CC2)C=C1 (4-[3-(4-Fluoro-phenoxy)-benzylidene]-piperidine hydrochloride), hydrochloride salt. Run in C(Cl)Cl (CH2Cl2). Reaction SMILES: C(OC([N:8]1[CH2:13][CH2:12][C:11](=[CH:14][C:15]2[CH:20]=[CH:19][CH:18]=[C:17]([O:21][C:22]3[CH:27]=[CH:26][C:25]([F:28])=[CH:24][CH:23]=3)[CH:16]=2)[CH2:10][CH2:9]1)=O)(C)(C)C.[ClH:29].C(OCC)C>C(Cl)Cl>[ClH:29].[F:28][C:25]1[CH:24]=[CH:23][C:22]([O:21][C:17]2[CH:16]=[C:15]([CH:20]=[CH:19][CH:18]=2)[CH:14]=[C:11]2[CH2:10][CH2:9][NH:8][CH2:13][CH2:12]2)=[CH:27][CH:26]=1 |f:4.5|. The reactants are CC(C)(C)OC(=O)N1CCN2CC(COS(C)(=O)=O)CCC2C1, Cl, Fc1ccc2[nH]ccc2c1, [H-], [Na+], CN(C)C=O, O. Yields the product CC(C)(C)OC(=O)N1CCN2CC(Cn3ccc4cc(F)ccc43)CCC2C1. As a reaction SMILES: [C:13](=[O:14])([O:15][C:16]([CH3:17])([CH3:18])[CH3:19])[N:20]1[CH2:21][CH:22]2[N:23]([CH2:24][CH2:25]1)[CH2:26][CH:27]([CH2:30][O:31][S:32]([CH3:33])(=[O:34])=[O:35])[CH2:28][CH2:29]2.[ClH:36].[F:1][c:2]1[cH:3][c:4]2[cH:5][cH:6][nH:7][c:8]2[cH:9][cH:10]1.[H-:11].[Na+:12].[O:37]=[CH:38][N:39]([CH3:40])[CH3:41].[OH2:42]>>[F:1][c:2]1[cH:3][c:4]2[cH:5][cH:6][n:7]([CH2:30][CH:27]3[CH2:26][N:23]4[CH:22]([CH2:21][N:20]([C:13](=[O:14])[O:15][C:16]([CH3:17])([CH3:18])[CH3:19])[CH2:25][CH2:24]4)[CH2:29][CH2:28]3)[c:8]2[cH:9][cH:10]1.